Dataset: the Open Reaction Database (ORD), a public repository of structured organic reaction records. Task: describe an organic reaction: reactants, conditions, products, and yield The reactants are C1=CN=C2C(=N1)C(=O)NC2=O (2,3-pyrazinedicarboximide), OCCN1C(NC=C1[N+](=O)[O-])(CS(=O)(=O)[O-])C (1-(2-hydroxyethyl)-2-methyl-5-nitroimidazolemethanesulfonate), [OH-].[K+] (potassium hydroxide), CS(=O)(=O)O.OCCN1C(=NC=C1[N+](=O)[O-])C (1-(2-hydroxyethyl)-2-methyl-5-nitroimidazole methanesulfonate). Run in CN(C=O)C (dimethylformamide), CO (methanol), CN(C=O)C (dimethylformamide), CN(C=O)C (dimethylformamide). Conditions: time 8 hour. Yields the product CC=1N(C(=CN1)[N+](=O)[O-])CCN1CC2=NC=CN=C2C1 (6-[2-(2-methyl-5-nitro-1H-imidazole-1-yl)ethyl]-5H-pyrrolo[3,4-b]pyrazine). Reaction SMILES: [CH:1]1[N:6]=[C:5]2[C:7]([NH:9][C:10](=O)[C:4]2=[N:3][CH:2]=1)=O.[OH-].[K+].CS(O)(=O)=O.O[CH2:20][CH2:21][N:22]1[C:26]([N+:27]([O-:29])=[O:28])=[CH:25][N:24]=[C:23]1[CH3:30].OCCN1C([N+]([O-])=O)=CNC1(C)CS([O-])(=O)=O>CN(C)C=O.CO>[CH3:30][C:23]1[N:22]([CH2:21][CH2:20][N:9]2[CH2:7][C:5]3[C:4](=[N:3][CH:2]=[CH:1][N:6]=3)[CH2:10]2)[C:26]([N+:27]([O-:29])=[O:28])=[CH:25][N:24]=1 |f:1.2,3.4|. Procedure: To a solution of 1.80 parts by weight of 2,3-pyrazinedicarboximide which was prepared according to the procedure described in Helvetica Chemica Acta 41 (1958) p. 512 in 40 parts by volume of dry dimethylformamide is added 17.0 parts by volume of methanol containing 0.85 parts by weight of potassium hydroxide pellets. The combination of these two solutions results in the formation of a precipitate. To this mixture is then added in one portion a slightly warm solution of 3.01 parts by weight of 1-... The reactants are C(C)(=O)C=1NC(=CC1C(=O)OC)C1=C2N=C(C(=NC2=CC=C1)C)NC(C)(C)C (methyl 2-acetyl-5-(3-(tert-butylamino)-2-methylquinoxalin-5-yl)-1H-pyrrole-3-carboxylate), O.NN (hydrazine monohydrate). The solvent is C(C)O (Ethanol). Conditions: temperature 75 celsius. Product: C(C)(C)(C)NC=1C(=NC2=CC=CC(=C2N1)C1=CC2=C(C(=NNC2=O)C)N1)C (2-(3-(tert-butylamino)-2-methylquinoxalin-5-yl)-7-methyl-1H-pyrrolo[2,3-d]pyridazin-4(5H)-one). Yield: 24.6%. As a reaction SMILES: [C:1]([C:4]1[NH:5][C:6]([C:13]2[CH:22]=[CH:21][CH:20]=[C:19]3[C:14]=2[N:15]=[C:16]([NH:24][C:25]([CH3:28])([CH3:27])[CH3:26])[C:17]([CH3:23])=[N:18]3)=[CH:7][C:8]=1[C:9]([O:11]C)=O)(=O)[CH3:2].O.[NH2:30][NH2:31]>C(O)C>[C:25]([NH:24][C:16]1[C:17]([CH3:23])=[N:18][C:19]2[C:14]([N:15]=1)=[C:13]([C:6]1[NH:5][C:4]3[C:1]([CH3:2])=[N:30][NH:31][C:9](=[O:11])[C:8]=3[CH:7]=1)[CH:22]=[CH:21][CH:20]=2)([CH3:27])([CH3:28])[CH3:26] |f:1.2|. Procedure details: A mixture of methyl 2-acetyl-5-(3-(tert-butylamino)-2-methylquinoxalin-5-yl)-1H-pyrrole-3-carboxylate (416b) (0.141 g, 0.37 mmol), hydrazine monohydrate (Fluka, 0.020 mL, 0.408 mmol) in Ethanol (1.23 mL) was heated to 75° C. for 24 h. Reaction mixture was directly loaded on silica gel samplet and purified by Biotage (30-100% EtOAc:EtOH (3:1)/hexanes) to produce 2-(3-(tert-butylamino)-2-methylquinoxalin-5-yl)-7-methyl-1H-pyrrolo[2,3-d]pyridazin-4(5H)-one (416) (33 mg, 0.091 mmol, 24% yield) that ... Starting materials: NC1=C(C(=NC=N1)N[C@@H](C)C1=NN2C(C(N1C1=CC=CC=C1)=O)=C(C=C2)C)I ((S)-2-(1-((6-Amino-5-iodopyrimidin-4-yl)amino)ethyl)-5-methyl-3-phenylpyrrolo[2,1-f][1,2,4]triazin-4(3H)-one), FC=1C=C(C=C(C1F)OC)B(O)O ((3,4-difluoro-5-methoxyphenyl)boronic acid), C([O-])([O-])=O.[Na+].[Na+] (sodium carbonate). The solvent is O1CCOCC1 (dioxane), C(C)(=O)OCC (ethyl acetate). Run at temperature 100 celsius. Yields the product NC1=C(C(=NC=N1)N[C@@H](C)C1=NN2C(C(N1C1=CC=CC=C1)=O)=C(C=C2)C)C2=CC(=C(C(=C2)OC)F)F ((S)-2-(1-((6-Amino-5-(3,4-difluoro-5-methoxyphenyl)pyrimidin-4-yl)amino)ethyl)-5-methyl-3-phenylpyrrolo[2,1-f][1,2,4]triazin-4(3H)-one). The yield is 57.6%. RXN SMILES: [NH2:1][C:2]1[N:7]=[CH:6][N:5]=[C:4]([NH:8][C@H:9]([C:11]2[N:16]([C:17]3[CH:22]=[CH:21][CH:20]=[CH:19][CH:18]=3)[C:15](=[O:23])[C:14]3=[C:24]([CH3:27])[CH:25]=[CH:26][N:13]3[N:12]=2)[CH3:10])[C:3]=1I.[F:29][C:30]1[CH:31]=[C:32](B(O)O)[CH:33]=[C:34]([O:37][CH3:38])[C:35]=1[F:36].C(=O)([O-])[O-].[Na+].[Na+]>O1CCOCC1.C(OCC)(=O)C>[NH2:1][C:2]1[N:7]=[CH:6][N:5]=[C:4]([NH:8][C@H:9]([C:11]2[N:16]([C:17]3[CH:22]=[CH:21][CH:20]=[CH:19][CH:18]=3)[C:15](=[O:23])[C:14]3=[C:24]([CH3:27])[CH:25]=[CH:26][N:13]3[N:12]=2)[CH3:10])[C:3]=1[C:32]1[CH:33]=[C:34]([O:37][CH3:38])[C:35]([F:36])=[C:30]([F:29])[CH:31]=1 |f:2.3.4|. Reported procedure: (S)-2-(1-((6-Amino-5-iodopyrimidin-4-yl)amino)ethyl)-5-methyl-3-phenylpyrrolo[2,1-f][1,2,4]triazin-4(3H)-one (200 mg, 0.3 mmol) was treated with (3,4-difluoro-5-methoxyphenyl)boronic acid (93 mg, 0.49 mmol), 1,1-bis(diphenylphosphino)ferrocene-palladium(II)dichloride dichloromethane complex (29 mg, 0.03 mmol) and aqueous solution of sodium carbonate (2M, 492 μl, 0.98 mmol) in dioxane. The reaction mixture was submitted at vacuum-argon cycles and heated at 100° C. overnight. The solvent was coole... Reactants: ClC1=NC(=NC(=C1)O)C1=C(C=CC=C1)OCCC (4-chloro-6-hydroxy-2-(2-propoxyphenyl)pyrimidine), [O-]CC.[Na+] (sodium ethoxide). Run in C(C)O (ethanol). The product is C(C)OC1=CC(NC(=N1)C1=C(C=CC=C1)OCCC)=O (6-Ethoxy-2-(2-propoxyphenyl)pyrimidin-4(3H)-one). Reaction SMILES: Cl[C:2]1[CH:7]=[C:6]([OH:8])[N:5]=[C:4]([C:9]2[CH:14]=[CH:13][CH:12]=[CH:11][C:10]=2[O:15][CH2:16][CH2:17][CH3:18])[N:3]=1.[O-:19][CH2:20][CH3:21].[Na+]>C(O)C>[CH2:20]([O:19][C:2]1[N:3]=[C:4]([C:9]2[CH:14]=[CH:13][CH:12]=[CH:11][C:10]=2[O:15][CH2:16][CH2:17][CH3:18])[NH:5][C:6](=[O:8])[CH:7]=1)[CH3:21] |f:1.2|. Reported procedure: A stirred solution of 4-chloro-6-hydroxy-2-(2-propoxyphenyl)pyrimidine (0.5 g) and sodium ethoxide (from 0.18 g sodium) in ethanol (25 ml) was heated in a pressure vessel at 125° C. for 24 hours. The residue left after evaporation was dissolved in water (20 ml), acetic acid was added to precipitate a gum, and the mixture was extracted with chloroform. Evaporation of the extract gave a solid which was recrystallized from ether to yield the title compound, 0.07 g, m.p. 95.5°-97° C. Reactants: C=O (paraformaldehyde), C(CCCCCCCCC)[Al](C=CCCCCCCCCCC)CCCCCCCCCC (di-n-decyl dodecenyl aluminum). Run in CCCCCC (n-hexane). The product is C(\C=C/CCCCCCCCCC)O (cis-2-tridecen-1-ol). The yield is 21.5%. Reaction SMILES: [CH2:1]=[O:2].C([Al](CCCCCCCCCC)[CH:14]=[CH:15][CH2:16][CH2:17][CH2:18][CH2:19][CH2:20][CH2:21][CH2:22][CH2:23][CH2:24][CH3:25])CCCCCCCCC>CCCCCC>[CH2:1]([OH:2])/[CH:14]=[CH:15]\[CH2:16][CH2:17][CH2:18][CH2:19][CH2:20][CH2:21][CH2:22][CH2:23][CH2:24][CH3:25]. Procedure: Similarly to the procedure described in Example 1, a 17% slurry of 159 grams (5.29 moles) of paraformaldehyde in n-hexane was treated with 1488 grams (3.12 moles) of di-n-decyl dodecenyl aluminum (obtained from tri-n-decyl aluminum and acetylene). Distillation of the hydrolysis product was performed under 0.35 mm Hg. The product fraction was removed at 89°-99° C. There was obtained 133 grams (0.67 moles) of cis-2-tridecen-1-ol (13.3% of theoretical yield), having a purity of 92%. Identity of the... As a reaction SMILES: [CH3:16][OH:17].[Cl:18][CH2:19][Cl:20].[OH:1][C:2](=[O:3])[c:4]1[cH:5][cH:6][cH:7][cH:8][c:9]1[OH:10].[S:11](=[O:12])(=[O:13])([OH:14])[OH:15]>>[O:1]([C:2](=[O:3])[c:4]1[cH:5][cH:6][cH:7][cH:8][c:9]1[OH:10])[CH3:16]. The product is COC(=O)c1ccccc1O. Reactants: CO, ClCCl, O=C(O)c1ccccc1O, O=S(=O)(O)O. Reactants: COc1cccc(-c2cc(N)[nH]n2)c1, Nc1cc[nH]n1, C1CCOC1, O=C1Nc2ccccc2C1=CO. Yields the product COc1cccc(-c2cc(NC=C3C(=O)Nc4ccccc43)[nH]n2)c1. RXN SMILES: [CH3:19][O:20][c:21]1[cH:22][c:23](-[c:27]2[cH:28][c:29]([NH2:32])[nH:30][n:31]2)[cH:24][cH:25][cH:26]1.[NH2:1][c:2]1[cH:3][cH:4][nH:5][n:6]1.[O:33]1[CH2:34][CH2:35][CH2:36][CH2:37]1.[OH:7][CH:8]=[C:9]1[C:10](=[O:18])[NH:11][c:12]2[cH:13][cH:14][cH:15][cH:16][c:17]21>>[CH:8](=[C:9]1[C:10](=[O:18])[NH:11][c:12]2[cH:13][cH:14][cH:15][cH:16][c:17]21)[NH:32][c:29]1[cH:28][c:27](-[c:23]2[cH:22][c:21]([O:20][CH3:19])[cH:26][cH:25][cH:24]2)[n:31][nH:30]1. Starting materials: O1CCOCC1 (1,4-Dioxane), OC(=O)C(F)(F)F.N[C@H](C(=O)O)COC=1C=C(C=CC1)C ((S)-2-amino-3-(m-tolyloxy)propanoic acid TFA salt), C(OCC1C2=CC=CC=C2C=2C=CC=CC12)(=O)Cl ((9H-fluoren-9-yl)methyl carbonochloridate), C(=O)([O-])[O-].[K+].[K+] (K2CO3). The solvent is O (water), O (water). Conditions: temperature 0 celsius, time 18 hour. The product is C1=CC=CC=2C3=CC=CC=C3C(C12)COC(=O)N[C@H](C(=O)O)COC=1C=C(C=CC1)C ((S)-2-((((9H-fluoren-9-yl)methoxy)carbonyl)amino)-3-(m-tolyloxy)propanoic acid). RXN SMILES: OC(C(F)(F)F)=O.[NH2:8][C@@H:9]([CH2:13][O:14][C:15]1[CH:16]=[C:17]([CH3:21])[CH:18]=[CH:19][CH:20]=1)[C:10]([OH:12])=[O:11].O1CCOCC1.C([O-])([O-])=O.[K+].[K+].[C:34](Cl)(=[O:50])[O:35][CH2:36][CH:37]1[C:49]2[CH:48]=[CH:47][CH:46]=[CH:45][C:44]=2[C:43]2[C:38]1=[CH:39][CH:40]=[CH:41][CH:42]=2>O>[CH:48]1[C:49]2[CH:37]([CH2:36][O:35][C:34]([NH:8][C@@H:9]([CH2:13][O:14][C:15]3[CH:16]=[C:17]([CH3:21])[CH:18]=[CH:19][CH:20]=3)[C:10]([OH:12])=[O:11])=[O:50])[C:38]3[C:43](=[CH:42][CH:41]=[CH:40][CH:39]=3)[C:44]=2[CH:45]=[CH:46][CH:47]=1 |f:0.1,3.4.5|. Procedure details: To a round-bottom flask equipped with a stir bar and charged with the entirety of (S)-2-amino-3-(m-tolyloxy)propanoic acid TFA salt afforded in Step 3 (assumed 3.36 mmol) was added 1,4-Dioxane (4 mL) and water (16 mL), then K2CO3 (1.17 g, 8.49 mmol). The mixture was cooled to 0° C., then to the mixture was added (9H-fluoren-9-yl)methyl carbonochloridate (549 mg, 2.12 mmol). The mixture was allowed to warm to room temperature with stirring for 18 h. The mixture was diluted with water (10 mL) and ... Reactants: C1CCOC1, CCOP(=O)(CC(=O)OC)OCC, COc1cncc(C=O)c1, [H-], [Na+], O. Yields the product COC(=O)C=Cc1cncc(OC)c1. As a reaction SMILES: [CH2:27]1[O:28][CH2:29][CH2:30][CH2:31]1.[CH2:3]([O:4][P:5]([O:6][CH2:7][CH3:8])(=[O:9])[CH2:11][C:12](=[O:13])[O:14][CH3:15])[CH3:10].[CH3:16][O:17][c:18]1[cH:19][c:20]([CH:24]=[O:25])[cH:21][n:22][cH:23]1.[H-:1].[Na+:2].[OH2:26]>>[CH:11]([C:12](=[O:13])[O:14][CH3:15])=[CH:24][c:20]1[cH:19][c:18]([O:17][CH3:16])[cH:23][n:22][cH:21]1. The reactants are N1N=CN=C1 (1,2,4-triazole), ClC=1N=C(C2=C(N1)SC(=C2)[N+](=O)[O-])NCC2=CC1=C(C=C2)OCCO1 (2-chloro-6-nitro-4-(3,4-ethylendioxybenzylamino)-thieno-[2,3-d]-pyrimidine). Yields the product N1(N=CN=C1)C=1N=C(C2=C(N1)SC(=C2)[N+](=O)[O-])NCC2=CC1=C(C=C2)OCCO1 (2-(1,2,4-triazol-1-yl)-6-nitro-4-(3,4-ethylendioxybenzylamino)-thieno-[2,3-d]-pyrimidine). Reaction SMILES: [NH:1]1[CH:5]=[N:4][CH:3]=[N:2]1.Cl[C:7]1[N:8]=[C:9]([NH:19][CH2:20][C:21]2[CH:26]=[CH:25][C:24]3[O:27][CH2:28][CH2:29][O:30][C:23]=3[CH:22]=2)[C:10]2[CH:15]=[C:14]([N+:16]([O-:18])=[O:17])[S:13][C:11]=2[N:12]=1>>[N:1]1([C:7]2[N:8]=[C:9]([NH:19][CH2:20][C:21]3[CH:26]=[CH:25][C:24]4[O:27][CH2:28][CH2:29][O:30][C:23]=4[CH:22]=3)[C:10]3[CH:15]=[C:14]([N+:16]([O-:18])=[O:17])[S:13][C:11]=3[N:12]=2)[CH:5]=[N:4][CH:3]=[N:2]1. Procedure: Following the procedure of Example 97, the reaction of 1,2,4-triazole with 2-chloro-6-nitro-4-(3,4-ethylendioxybenzylamino)-thieno-[2,3-d]-pyrimidine gives 2-(1,2,4-triazol-1-yl)-6-nitro-4-(3,4-ethylendioxybenzylamino)-thieno-[2,3-d]-pyrimidine.